Dataset: the Open Reaction Database (ORD), a public repository of structured organic reaction records. Task: describe an organic reaction: reactants, conditions, products, and yield Starting materials: O=C([O-])[O-], COC(C)OC, CCOC(C)=O, O=C1C(Cc2c(Cl)cc(OS(=O)(=O)C(F)(F)F)cc2Cl)CCN1C1CCC(F)CC1, [Na+], [Na+], [Na+], O=C([O-])O, c1ccc(P(c2ccccc2)(c2ccccc2)[Pd](P(c2ccccc2)(c2ccccc2)c2ccccc2)(P(c2ccccc2)(c2ccccc2)c2ccccc2)P(c2ccccc2)(c2ccccc2)c2ccccc2)cc1, OB(O)c1cccnc1. Product: O=C1C(Cc2c(Cl)cc(-c3cccnc3)cc2Cl)CCN1C1CCC(F)CC1. Reaction SMILES: [C:40](=[O:41])([O-:42])[O-:43].[CH3:46][O:47][CH:48]([O:49][CH3:50])[CH3:51].[CH3:57][CH2:58][O:59][C:60]([CH3:61])=[O:62].[Cl:1][c:2]1[cH:3][c:4]([O:23][S:24]([C:25]([F:26])([F:27])[F:28])(=[O:29])=[O:30])[cH:5][c:6]([Cl:22])[c:7]1[CH2:8][CH:9]1[C:10](=[O:21])[N:11]([CH:14]2[CH2:15][CH2:16][CH:17]([F:20])[CH2:18][CH2:19]2)[CH2:12][CH2:13]1.[Na+:44].[Na+:45].[Na+:56].[O-:52][C:53]([OH:54])=[O:55].[cH:63]1[cH:64][cH:65][c:66]([P:67]([Pd:68]([P:69]([c:70]2[cH:71][cH:72][cH:73][cH:74][cH:75]2)([c:76]2[cH:77][cH:78][cH:79][cH:80][cH:81]2)[c:82]2[cH:83][cH:84][cH:85][cH:86][cH:87]2)([P:88]([c:89]2[cH:90][cH:91][cH:92][cH:93][cH:94]2)([c:95]2[cH:96][cH:97][cH:98][cH:99][cH:100]2)[c:101]2[cH:102][cH:103][cH:104][cH:105][cH:106]2)[P:107]([c:108]2[cH:109][cH:110][cH:111][cH:112][cH:113]2)([c:114]2[cH:115][cH:116][cH:117][cH:118][cH:119]2)[c:120]2[cH:121][cH:122][cH:123][cH:124][cH:125]2)([c:126]2[cH:127][cH:128][cH:129][cH:130][cH:131]2)[c:132]2[cH:133][cH:134][cH:135][cH:136][cH:137]2)[cH:138][cH:139]1.[n:31]1[cH:32][c:33]([B:37]([OH:38])[OH:39])[cH:34][cH:35][cH:36]1>>[Cl:1][c:2]1[cH:3][c:4](-[c:33]2[cH:32][n:31][cH:36][cH:35][cH:34]2)[cH:5][c:6]([Cl:22])[c:7]1[CH2:8][CH:9]1[C:10](=[O:21])[N:11]([CH:14]2[CH2:15][CH2:16][CH:17]([F:20])[CH2:18][CH2:19]2)[CH2:12][CH2:13]1. Starting materials: CN1CC2C3C=CC(C2(C1)C1=CC=C(C=C1)N)C3 (4-(1,2,3,4,7,7a-hexahydro-2-methyl-4,7-methano-3aH-isoindol-3a-yl)benzenamine), N(=O)[O-].[Na+] (sodium nitrite), [N-]=[N+]=[N-].[Na+] (sodium azide). Run in O (water). Reaction conditions: temperature 5 celsius, time 1 hour. Product: N(=[N+]=[N-])C1=CC=C(C=C1)C12CN(CC2C2CCC1C2)C (3a-(4-Azidophenyl)octahydro-2-methyl-4,7-methano-1H-isoindole). RXN SMILES: [CH3:1][N:2]1[CH2:10][C:9]2([C:11]3[CH:16]=[CH:15][C:14]([NH2:17])=[CH:13][CH:12]=3)[CH:4]([CH:5]3[CH2:18][CH:8]2[CH:7]=[CH:6]3)[CH2:3]1.N([O-])=O.[Na+].[N-:23]=[N+:24]=[N-].[Na+]>O>[N:17]([C:14]1[CH:15]=[CH:16][C:11]([C:9]23[CH:8]4[CH2:18][CH:5]([CH2:6][CH2:7]4)[CH:4]2[CH2:3][N:2]([CH3:1])[CH2:10]3)=[CH:12][CH:13]=1)=[N+:23]=[N-:24] |f:1.2,3.4|. Procedure details: A 200 mg portion of 4-(1,2,3,4,7,7a-hexahydro-2-methyl-4,7-methano-3aH-isoindol-3a-yl)benzenamine was suspended in 35 ml of water, the pH was adjusted to 1.6 and the solution was cooled to 5° C. A 59 mg portion of sodium nitrite was added and the mixture was stirred for one hour at 5° C. A 54 mg portion of sodium azide was added, the cooling bath removed and the reaction protected from light for one hour. Still protected from light, the mixture was diluted with ether, made basic with sodium hydr... Starting materials: CC1(C(CC2C(CCCC12C)=O)CCOCCCC(CC)(O)CC)C (1,1-Dimethyl-[2-(4-ethyl-4-hydroxyhexoxy)ethyl]-7a-methyloctahydro-4H-inden-4-one), C[Si](Cl)(C)C (trimethylchlorosilane), N1C=NC=C1 (imidazole), N1=CC=CC=C1 (pyridine). The solvent is C(C)OCC (diethyl ether). Product: CC1(C(CC2C(CCCC12C)=O)CCOCCCC(CC)(O[Si](C)(C)C)CC)C (1,1-Dimethyl-[2-[4-ethyl-4-[(trimethylsilyl)oxy]hexoxy]ethyl]-7a-methyloctahydro-4H-inden-4-one). The yield is 80.6%. RXN SMILES: [CH3:1][C:2]1([CH3:25])[C:10]2([CH3:11])[CH:5]([C:6](=[O:12])[CH2:7][CH2:8][CH2:9]2)[CH2:4][CH:3]1[CH2:13][CH2:14][O:15][CH2:16][CH2:17][CH2:18][C:19]([CH2:23][CH3:24])([OH:22])[CH2:20][CH3:21].[CH3:26][Si:27]([CH3:30])([CH3:29])Cl.N1C=CN=C1.N1C=CC=CC=1>C(OCC)C>[CH3:25][C:2]1([CH3:1])[C:10]2([CH3:11])[CH:5]([C:6](=[O:12])[CH2:7][CH2:8][CH2:9]2)[CH2:4][CH:3]1[CH2:13][CH2:14][O:15][CH2:16][CH2:17][CH2:18][C:19]([CH2:23][CH3:24])([O:22][Si:27]([CH3:30])([CH3:29])[CH3:26])[CH2:20][CH3:21]. Reported procedure: 183 mg (0.52 mmol) of 51 is reacted with 171 mg (1.56 mmol) of trimethylchlorosilane, 140 mg (2.03 mmol) of imidazole and 0.21 ml of pyridine in 15 ml of diethyl ether analogously to 33., and 178 mg of the title compound is obtained as colorless oil.